describe an organic reaction: reactants, conditions, products, and yield From a dataset of the Open Reaction Database (ORD), a public repository of structured organic reaction records. Reactants: BrC1=CC=C(S1)C(=O)C(C(=O)OCC)=CC1=CC=CC=C1 (ethyl 2-(5-bromothiophene-2-carbonyl)-3-phenylacrylate), [Cl-].[Cl-].[Cl-].[Al+3] (aluminum trichloride), HCl ice. Run in [N+](=O)([O-])CC (nitroethane). Product: BrC1=CC2=C(S1)C(C(C2C2=CC=CC=C2)C(=O)OCC)=O (ethyl 2-bromo-6-oxo-4-phenyl-5,6-dihydro-4H-cyclopenta[b]thiophene-5-carboxylate). The yield is 78.8%. RXN SMILES: [Br:1][C:2]1[S:6][C:5]([C:7]([C:9](=[CH:15][C:16]2[CH:21]=[CH:20][CH:19]=[CH:18][CH:17]=2)[C:10]([O:12][CH2:13][CH3:14])=[O:11])=[O:8])=[CH:4][CH:3]=1.[Cl-].[Cl-].[Cl-].[Al+3]>[N+](CC)([O-])=O>[Br:1][C:2]1[S:6][C:5]2[C:7](=[O:8])[CH:9]([C:10]([O:12][CH2:13][CH3:14])=[O:11])[CH:15]([C:16]3[CH:17]=[CH:18][CH:19]=[CH:20][CH:21]=3)[C:4]=2[CH:3]=1 |f:1.2.3.4|. Procedure: A solution of ethyl 2-(5-bromothiophene-2-carbonyl)-3-phenylacrylate (1.3 g, 3.56 mmol) and aluminum trichloride (0.563 g, 4.27 mmol) in nitroethane (20 ml) was heated at 83° C. for 2.75 hours. The reaction mixture was poured into 1N HCl-ice solution, and extracted with ethyl acetate. The organic phase was washed with brine, dried (MgSO4) and concentrated to give a brown oil. The crude product was purified by silica gel flash chromatography using 0-5% ethyl acetate in hexanes to give ethyl 2-bro... Reactants: CC(C)C[Al+]CC(C)C, O=C(CC(CF)N1C(=O)c2ccccc2C1=O)OCc1ccccc1, [H-]. Yields the product O=CCC(CF)N1C(=O)c2ccccc2C1=O. RXN SMILES: [CH2:27]([Al+:28][CH2:29][CH:30]([CH3:31])[CH3:32])[CH:33]([CH3:34])[CH3:35].[F:1][CH2:2][CH:3]([CH2:4][C:5](=[O:6])[O:7][CH2:8][c:9]1[cH:10][cH:11][cH:12][cH:13][cH:14]1)[N:15]1[C:16](=[O:25])[c:17]2[cH:18][cH:19][cH:20][cH:21][c:22]2[C:23]1=[O:24].[H-:26]>>[F:1][CH2:2][CH:3]([CH2:4][CH:5]=[O:6])[N:15]1[C:16](=[O:25])[c:17]2[cH:18][cH:19][cH:20][cH:21][c:22]2[C:23]1=[O:24]. Reactants: OCCN(C1=CC(=C(C#N)C=C1)C(F)(F)F)CC(F)(F)F (4-[(2-hydroxyethyl)(2,2,2-trifluoroethyl)amino]-2-(trifluoromethyl)benzonitrile), OC1=CC=C(C=C1)N1C(CCC1)=O (1-(4-Hydroxyphenyl)-2-pyrrolidinone). Yields the product O=C1N(CCC1)C1=CC=C(C=C1)OCCN(C1=CC(=C(C#N)C=C1)C(F)(F)F)CC(F)(F)F (4-[(2-{[4-(2-Oxo-1-pyrrolidinyl)phenyl]oxy}ethyl)(2,2,2-trifluoroethyl)amino]-2-(trifluoromethyl)benzonitrile). As a reaction SMILES: [OH:1][CH2:2][CH2:3][N:4]([CH2:17][C:18]([F:21])([F:20])[F:19])[C:5]1[CH:12]=[CH:11][C:8]([C:9]#[N:10])=[C:7]([C:13]([F:16])([F:15])[F:14])[CH:6]=1.O[C:23]1[CH:28]=[CH:27][C:26]([N:29]2[CH2:33][CH2:32][CH2:31][C:30]2=[O:34])=[CH:25][CH:24]=1>>[O:34]=[C:30]1[CH2:31][CH2:32][CH2:33][N:29]1[C:26]1[CH:27]=[CH:28][C:23]([O:1][CH2:2][CH2:3][N:4]([CH2:17][C:18]([F:19])([F:20])[F:21])[C:5]2[CH:12]=[CH:11][C:8]([C:9]#[N:10])=[C:7]([C:13]([F:15])([F:16])[F:14])[CH:6]=2)=[CH:24][CH:25]=1. Procedure: Synthesized as described in Example 27B from 4-[(2-hydroxyethyl)(2,2,2-trifluoroethyl)amino]-2-(trifluoromethyl)benzonitrile (Example 15B) and 1-(4-hydroxyphenyl)-2-pyrrolidinone (step A above): MS (APCI) m/z 472 (M+1). Reactants: NC=1C=CC(=C(C1)C1OCCO1)OC (2-(5-amino-2-methoxyphenyl)-1,3-dioxolane), CS(=O)(=O)Cl (methanesulfonyl chloride), O (water), C(=O)(O)[O-].[Na+] (NaHCO3). Run in N1=CC=CC=C1 (pyridine). Reaction conditions: time 20 hour. The product is CS(=O)(=O)NC=1C=CC(=C(C1)C1OCCO1)OC (2-(5-methylsulfonylamino-2-methoxyphenyl)-1,3-dioxolane). The yield is 88.1%. As a reaction SMILES: [NH2:1][C:2]1[CH:3]=[CH:4][C:5]([O:13][CH3:14])=[C:6]([CH:8]2[O:12][CH2:11][CH2:10][O:9]2)[CH:7]=1.[CH3:15][S:16](Cl)(=[O:18])=[O:17].O.C([O-])(O)=O.[Na+]>N1C=CC=CC=1>[CH3:15][S:16]([NH:1][C:2]1[CH:3]=[CH:4][C:5]([O:13][CH3:14])=[C:6]([CH:8]2[O:12][CH2:11][CH2:10][O:9]2)[CH:7]=1)(=[O:18])=[O:17] |f:3.4|. Procedure details: To a solution of 2-(5-amino-2-methoxyphenyl)-1,3-dioxolane (867 mg, 4.4 mmol) in pyridine (2 ml) was added methanesulfonyl chloride (375 μl, 4.84 mmol) and stirred for 20 hr. To the resulted reaction mixture was added water and aqueous NaHCO3, and then extracted with ether/CH2Cl2. The extract was evaporated in vacuo to give crude 2-(5-methylsulfonylamino-2-methoxyphenyl)-1,3-dioxolane (1.06 g, 88.1%) as a slight brown oil. The reactants are Cl.N1C[C@H](CC1)NC(=O)C1=CNC2=C1N=CN=C2C2=C(C=CC=1OCOC12)OCC1CC1 (4-(5-Cyclopropylmethoxy-benzo[1,3]dioxol-4-yl)-5H-pyrrolo[3,2-d]pyrimidine-7-carboxylic acid (S)-pyrrolidin-3-ylamide hydrochloride), COCC(=O)Cl (methoxy-acetyl chloride). Product: COCC(=O)N1C[C@H](CC1)NC(=O)C1=CNC2=C1N=CN=C2C2=C(C=CC=1OCOC12)OCC1CC1 (4-(5-Cyclopropylmethoxy-benzo[1,3]dioxol-4-yl)-5H-pyrrolo[3,2-d]pyrimidine-7-carboxylic acid [(S)-1-(2-methoxy-ethanoyl)-pyrrolidin-3-yl]amide). As a reaction SMILES: Cl.[NH:2]1[CH2:6][CH2:5][C@H:4]([NH:7][C:8]([C:10]2[C:14]3[N:15]=[CH:16][N:17]=[C:18]([C:19]4[C:27]5[O:26][CH2:25][O:24][C:23]=5[CH:22]=[CH:21][C:20]=4[O:28][CH2:29][CH:30]4[CH2:32][CH2:31]4)[C:13]=3[NH:12][CH:11]=2)=[O:9])[CH2:3]1.[CH3:33][O:34][CH2:35][C:36](Cl)=[O:37]>>[CH3:33][O:34][CH2:35][C:36]([N:2]1[CH2:6][CH2:5][C@H:4]([NH:7][C:8]([C:10]2[C:14]3[N:15]=[CH:16][N:17]=[C:18]([C:19]4[C:27]5[O:26][CH2:25][O:24][C:23]=5[CH:22]=[CH:21][C:20]=4[O:28][CH2:29][CH:30]4[CH2:32][CH2:31]4)[C:13]=3[NH:12][CH:11]=2)=[O:9])[CH2:3]1)=[O:37] |f:0.1|. Procedure details: Starting from 4-(5-Cyclopropylmethoxy-benzo[1,3]dioxol-4-yl)-5H-pyrrolo[3,2-d]pyrimidine-7-carboxylic acid (S)-pyrrolidin-3-ylamide hydrochloride (example A143) and methoxy-acetyl chloride the title compound is obtained as colorless solid. Starting materials: C(C)(C)(C)OC(=O)N1CCC(CC1)C1=CC=C(C(=O)O)C=C1 (4-(1-tert-butoxycarbonylpiperidin-4-yl)benzoic acid), Cl.ClC=1C=C2C=CC(=CC2=CC1)S(=O)(=O)N1CCNCC1 (1-[(6-chloronaphthalen-2-yl)sulfonyl]piperazine hydrochloride). Product: C(C)(C)(C)OC(=O)N1CCC(CC1)C1=CC=C(C(=O)N2CCN(CC2)S(=O)(=O)C2=CC3=CC=C(C=C3C=C2)Cl)C=C1 (1-[4-(1-tert-Butoxycarbonylpiperidin-4-yl)benzoyl]-4-[(6-chloronaphthalen-2-yl)sulfonyl]piperazine). RXN SMILES: [C:1]([O:5][C:6]([N:8]1[CH2:13][CH2:12][CH:11]([C:14]2[CH:22]=[CH:21][C:17]([C:18](O)=[O:19])=[CH:16][CH:15]=2)[CH2:10][CH2:9]1)=[O:7])([CH3:4])([CH3:3])[CH3:2].Cl.[Cl:24][C:25]1[CH:26]=[C:27]2[C:32](=[CH:33][CH:34]=1)[CH:31]=[C:30]([S:35]([N:38]1[CH2:43][CH2:42][NH:41][CH2:40][CH2:39]1)(=[O:37])=[O:36])[CH:29]=[CH:28]2>>[C:1]([O:5][C:6]([N:8]1[CH2:13][CH2:12][CH:11]([C:14]2[CH:22]=[CH:21][C:17]([C:18]([N:41]3[CH2:40][CH2:39][N:38]([S:35]([C:30]4[CH:29]=[CH:28][C:27]5[C:32](=[CH:33][CH:34]=[C:25]([Cl:24])[CH:26]=5)[CH:31]=4)(=[O:37])=[O:36])[CH2:43][CH2:42]3)=[O:19])=[CH:16][CH:15]=2)[CH2:10][CH2:9]1)=[O:7])([CH3:2])([CH3:4])[CH3:3] |f:1.2|. Procedure details: In the same manner as in Referential Example 12, a reaction was conducted using 4-(1-tert-butoxycarbonylpiperidin-4-yl)benzoic acid and 1-[(6-chloronaphthalen-2-yl)sulfonyl]piperazine hydrochloride as starting materials, whereby the title compound was obtained. The reactants are CC(=O)OC=O, N#CCNCc1cc(-c2ccccc2)c(=O)n2c1-c1cc(Cl)ccc1CC2, C1CCOC1. Product: N#CCN(C=O)Cc1cc(-c2ccccc2)c(=O)n2c1-c1cc(Cl)ccc1CC2. Reaction SMILES: [C:28]([O:29][CH:31]=[O:32])(=[O:30])[CH3:33].[Cl:1][c:2]1[cH:3][cH:4][c:5]2[c:6]([cH:27]1)-[c:7]1[c:8]([CH2:22][NH:23][CH2:24][C:25]#[N:26])[cH:9][c:10](-[c:16]3[cH:17][cH:18][cH:19][cH:20][cH:21]3)[c:11](=[O:15])[n:12]1[CH2:13][CH2:14]2.[O:34]1[CH2:35][CH2:36][CH2:37][CH2:38]1>>[Cl:1][c:2]1[cH:3][cH:4][c:5]2[c:6]([cH:27]1)-[c:7]1[c:8]([CH2:22][N:23]([CH2:24][C:25]#[N:26])[CH:28]=[O:30])[cH:9][c:10](-[c:16]3[cH:17][cH:18][cH:19][cH:20][cH:21]3)[c:11](=[O:15])[n:12]1[CH2:13][CH2:14]2.